This data is from the Open Reaction Database (ORD), a public repository of structured organic reaction records. The task is: describe an organic reaction: reactants, conditions, products, and yield Reactants: ClC1=C(C=CC=C1)C=1C(=NC2=C(C=CC=C2N1)C)CN1N=C(C=2C1=NC=NC2N)I (1-((3-(2-chlorophenyl)-8-methylquinoxalin-2-yl)methyl)-3-iodo-1H-pyrazolo[3,4-d]pyrimidin-4-amine), ClC1=C(C=CC=C1)C=1C(=NC2=CC=CC(=C2N1)C)CN1N=C(C=2C1=NC=NC2N)I (1-((3-(2-chlorophenyl)-5-methylquinoxalin-2-yl)methyl)-3-iodo-1H-pyrazolo[3,4-d]pyrimidin-4-amine), N1N=CC(=C1)B1OC(C)(C)C(C)(C)O1 (4-pyrazoleboronic acid pinacol ester), C([O-])([O-])=O.[Na+].[Na+] (sodium carbonate). Reagents/catalysts: C=1C=CC(=CC1)[P](C=2C=CC=CC2)(C=3C=CC=CC3)[Pd]([P](C=4C=CC=CC4)(C=5C=CC=CC5)C=6C=CC=CC6)([P](C=7C=CC=CC7)(C=8C=CC=CC8)C=9C=CC=CC9)[P](C=1C=CC=CC1)(C=1C=CC=CC1)C=1C=CC=CC1 (tetrakis(triphenylphosphine)palladium(0)). The solvent is CN(C)C=O (DMF). Product: ClC1=C(C=CC=C1)C=1C(=NC2=CC=CC(=C2N1)C)CN1N=C(C=2C1=NC=NC2N)C=2C=NNC2 (1-((3-(2-chlorophenyl)-5-methylquinoxalin-2-yl)methyl)-3-(1H-pyrazol-4-yl)-1H-pyrazolo[3,4-d]pyrimidin-4-amine). RXN SMILES: ClC1C=CC=CC=1C1C(C[N:20]2[C:24]3=NC=NC(N)=[C:23]3[C:22](I)=[N:21]2)=NC2C(N=1)=CC=CC=2C.[Cl:31][C:32]1[CH:37]=[CH:36][CH:35]=[CH:34][C:33]=1[C:38]1[C:39]([CH2:49][N:50]2[C:54]3=[N:55][CH:56]=[N:57][C:58]([NH2:59])=[C:53]3[C:52](I)=[N:51]2)=[N:40][C:41]2[C:46]([N:47]=1)=[C:45]([CH3:48])[CH:44]=[CH:43][CH:42]=2.N1C=C(B2OC(C)(C)C(C)(C)O2)C=N1.C(=O)([O-])[O-].[Na+].[Na+]>CN(C=O)C.C1C=CC([P]([Pd]([P](C2C=CC=CC=2)(C2C=CC=CC=2)C2C=CC=CC=2)([P](C2C=CC=CC=2)(C2C=CC=CC=2)C2C=CC=CC=2)[P](C2C=CC=CC=2)(C2C=CC=CC=2)C2C=CC=CC=2)(C2C=CC=CC=2)C2C=CC=CC=2)=CC=1>[Cl:31][C:32]1[CH:37]=[CH:36][CH:35]=[CH:34][C:33]=1[C:38]1[C:39]([CH2:49][N:50]2[C:54]3=[N:55][CH:56]=[N:57][C:58]([NH2:59])=[C:53]3[C:52]([C:23]3[CH:24]=[N:20][NH:21][CH:22]=3)=[N:51]2)=[N:40][C:41]2[C:46]([N:47]=1)=[C:45]([CH3:48])[CH:44]=[CH:43][CH:42]=2 |f:3.4.5,^1:89,91,110,129|. Procedure: Prepared according to Procedure J using a mixture of 1-((3-(2-chlorophenyl)-8-methylquinoxalin-2-yl)methyl)-3-iodo-1H-pyrazolo[3,4-d]pyrimidin-4-amine and 1-((3-(2-chlorophenyl)-5-methylquinoxalin-2-yl)methyl)-3-iodo-1H-pyrazolo[3,4-d]pyrimidin-4-amine (0.2737 g, 0.52 mmol, 1 eq), 4-pyrazoleboronic acid pinacol ester (0.20 g, 1.0 mmol, 2.0 eq), tetrakis(triphenylphosphine)palladium(0) (0.060 g, 0.052 mmol, 10 mol %), and sodium carbonate (2M aq. sol, 1.6 mL, 3.1 mmol, 6 eq) in DMF (3.1 mL). Afte... The reactants are C(C)(C)N1N=CN=C1C=1C=C2CCOC3=C(N2N1)C=C(C=C3)C(=O)O (2-(2-isopropyl-2H-[1,2,4]triazol-3-yl)-4,5-dihydro-6-oxa-1,10b-diaza-benzo[e]azulene-9-carboxylic acid), NC=1C=NN(C1)CCO (4-amino-1-(2-hydroxyethyl)pyrazole). Yields the product OCCN1N=CC(=C1)NC(=O)C1=CC2=C(OCCC=3N2N=C(C3)C3=NC=NN3C(C)C)C=C1 (N-(1-(2-hydroxyethyl)-1H-pyrazol-4-yl)-2-(1-isopropyl-1H-1,2,4-triazol-5-yl)-4,5-dihydrobenzo[b]pyrazolo[1,5-d][1,4]oxazepine-9-carboxamide). Reaction SMILES: [CH:1]([N:4]1[C:8]([C:9]2[CH:10]=[C:11]3[N:17]([N:18]=2)[C:16]2[CH:19]=[C:20]([C:23]([OH:25])=O)[CH:21]=[CH:22][C:15]=2[O:14][CH2:13][CH2:12]3)=[N:7][CH:6]=[N:5]1)([CH3:3])[CH3:2].[NH2:26][C:27]1[CH:28]=[N:29][N:30]([CH2:32][CH2:33][OH:34])[CH:31]=1>>[OH:34][CH2:33][CH2:32][N:30]1[CH:31]=[C:27]([NH:26][C:23]([C:20]2[CH:21]=[CH:22][C:15]3[O:14][CH2:13][CH2:12][C:11]4[N:17]([N:18]=[C:9]([C:8]5[N:4]([CH:1]([CH3:2])[CH3:3])[N:5]=[CH:6][N:7]=5)[CH:10]=4)[C:16]=3[CH:19]=2)=[O:25])[CH:28]=[N:29]1. Procedure details: Following the procedure for 126, 2-(2-isopropyl-2H-[1,2,4]triazol-3-yl)-4,5-dihydro-6-oxa-1,10b-diaza-benzo[e]azulene-9-carboxylic acid was reacted with 4-amino-1-(2-hydroxyethyl)pyrazole to give 125 as a white solid. 1H NMR (CDCl3, 400 MHz): δ 8.50 (d, J=2.2 Hz, 1H); 8.38 (s, 1H); 8.10 (s, 1H); 7.96 (s, 1H); 7.78-7.73 (m, 1H); 7.56 (s, 1H); 7.22 (d, J=8.4 Hz, 1H); 6.81 (s, 1H); 5.60-5.47 (m, 1H); 4.57 (t, J=5.7 Hz, 2H); 4.23 (t, J=4.8 Hz, 2H); 4.01 (t, J=4.8 Hz, 2H); 3.20 (t, J=5.7 Hz, 2H); 1.5... Starting materials: C(C)(C)(C)N=C=O (tert-butyl isocyanate), C(CCCCCC)NC(SCC)=NCCCCCCC (1,3-di-n-heptyl-2-S-ethyl isothiourea). Reagents/catalysts: C(C)N(CC)CC (triethylamine). Solvent: C(Cl)Cl (methylene chloride). Conditions: time 8 hour. Yields the product C(CCCCCC)N(C(SCC)=NCCCCCCC)C(NC(C)(C)C)=O (1,3-di-n-heptyl-1-N-tert-butylcarbamyl-2-S-ethyl isothiourea). RXN SMILES: [CH2:1]([NH:8][C:9](=[N:13][CH2:14][CH2:15][CH2:16][CH2:17][CH2:18][CH2:19][CH3:20])[S:10][CH2:11][CH3:12])[CH2:2][CH2:3][CH2:4][CH2:5][CH2:6][CH3:7].[C:21]([N:25]=[C:26]=[O:27])([CH3:24])([CH3:23])[CH3:22]>C(N(CC)CC)C.C(Cl)Cl>[CH2:14]([N:13]([C:26](=[O:27])[NH:25][C:21]([CH3:24])([CH3:23])[CH3:22])[C:9](=[N:8][CH2:1][CH2:2][CH2:3][CH2:4][CH2:5][CH2:6][CH3:7])[S:10][CH2:11][CH3:12])[CH2:15][CH2:16][CH2:17][CH2:18][CH2:19][CH3:20]. Reported procedure: The equipment was the same as used in Example 26. 3.0 g (0.01 mole) 1,3-di-n-heptyl-2-S-ethyl isothiourea was mixed with 30 ml of methylene chloride. Two drops of triethylamine and 1 drop of dibutyltindilaurate were added to the mixture followed by 1.0 g (0.01 mole) tert-butyl isocyanate. The temperature rose from 24° to 39° C. The reaction mixture was stirred overnight at ambient temperature and then heated for one-half hour at 35° to 40° C. to complete the reaction. The reaction mixture was va... Reactants: C=O, CSCCC(OC(C)=O)C(=O)O, CSCC=COC(C)=O, CC(C)O, Cc1ccccc1, C1CCOC1. Yields the product CSCCC(OC(C)=O)C(O)=S. Reaction SMILES: [C:14]=[O:15].[C:16]([CH3:17])(=[O:18])[O:19][CH:20]([C:21](=[O:22])[OH:23])[CH2:24][CH2:25][S:26][CH3:27].[C:1]([O:2][CH:3]=[CH:4][CH2:5][S:8][CH3:6])(=[O:7])[CH3:9].[CH3:10][CH:11]([OH:12])[CH3:13].[CH3:33][c:34]1[cH:35][cH:36][cH:37][cH:38][cH:39]1.[O:28]1[CH2:29][CH2:30][CH2:31][CH2:32]1>>[S:8]=[C:21]([CH:20]([O:19][C:16]([CH3:17])=[O:18])[CH2:24][CH2:25][S:26][CH3:27])[OH:22]. The reactants are O=C1CCC(=O)N1Br, Cc1ccc2ncoc2c1, ClC(Cl)(Cl)Cl, CC(C)(C#N)N=NC(C)(C)C#N. Product: BrCc1ccc2ncoc2c1. As a reaction SMILES: [Br:11][N:12]1[C:13](=[O:14])[CH2:15][CH2:16][C:17]1=[O:18].[CH3:1][c:2]1[cH:3][c:4]2[c:5]([n:6][cH:7][o:8]2)[cH:9][cH:10]1.[Cl:31][C:32]([Cl:33])([Cl:34])[Cl:35].[N:19]([C:20]([CH3:21])([CH3:22])[C:23]#[N:24])=[N:25][C:26]([CH3:27])([CH3:28])[C:29]#[N:30]>>[CH2:1]([c:2]1[cH:3][c:4]2[c:5]([n:6][cH:7][o:8]2)[cH:9][cH:10]1)[Br:11]. As a reaction SMILES: Cl[C:2]1[C:7]([CH:8]=O)=[CH:6][CH:5]=[CH:4][N:3]=1.[NH2:10][NH2:11].O1CCOCC1>ClCCl>[NH:10]1[C:2]2=[N:3][CH:4]=[CH:5][CH:6]=[C:7]2[CH:8]=[N:11]1. The reactants are ClC1=NC=CC=C1C=O (2-Chloro-3-formylpyridine), NN (hydrazine), O1CCOCC1 (dioxane). Reaction conditions: temperature 150 celsius. Solvent: ClCCl (dichloromethane). Procedure: 2-Chloro-3-formylpyridine (15.02 g, 106 mmol, 1 equiv), hydrazine (10 mL, excess), and dioxane (90 mL) were combined in a sealed tube and heated at 150° C. for 16 hr. After cooling to room temperature, the solvent was evaporated in vacuo to provide a crude residue which was diluted with dichloromethane (600 mL). The organic solution was washed with water (50 mL), brine (50 mL) and dried over anhydrous sodium sulfate. The solvent was removed in vacuo to provide 1H-pyrazolo[3,4-b]pyridine as a yel... The product is N1N=CC=2C1=NC=CC2 (1H-pyrazolo[3,4-b]pyridine).